From a dataset of the Open Reaction Database (ORD), a public repository of structured organic reaction records. describe an organic reaction: reactants, conditions, products, and yield The reactants are CO, O, C(#Cc1cnc(-c2ccccc2)c(-c2ccccc2)n1)CCCOC1CCCCO1, Cc1ccc(S(=O)(=O)[O-])cc1, c1cc[nH+]cc1. Yields the product OCCCC#Cc1cnc(-c2ccccc2)c(-c2ccccc2)n1. Reaction SMILES: [CH3:49][OH:50].[OH2:48].[c:1]1(-[c:7]2[n:8][cH:9][c:10]([C:19]#[C:20][CH2:21][CH2:22][CH2:23][O:24][CH:25]3[CH2:26][CH2:27][CH2:28][CH2:29][O:30]3)[n:11][c:12]2-[c:13]2[cH:14][cH:15][cH:16][cH:17][cH:18]2)[cH:2][cH:3][cH:4][cH:5][cH:6]1.[c:31]1([CH3:32])[cH:33][cH:34][c:35]([S:36]([O-:37])(=[O:38])=[O:39])[cH:40][cH:41]1.[nH+:42]1[cH:43][cH:44][cH:45][cH:46][cH:47]1>>[c:1]1(-[c:7]2[n:8][cH:9][c:10]([C:19]#[C:20][CH2:21][CH2:22][CH2:23][OH:24])[n:11][c:12]2-[c:13]2[cH:14][cH:15][cH:16][cH:17][cH:18]2)[cH:2][cH:3][cH:4][cH:5][cH:6]1. The product is ClC=1C=C(C(=O)NC(C)C2=NC3=C(N2)C=CC(=C3)Cl)C=CC1C(=O)N1CC(CC1)NC(C(F)(F)F)=O (rac.-3-chloro-N-[1-(5-chloro-1H-benzimidazol-2-yl)ethyl]-4-[3-(2,2,2-trifluoroacetylamino)pyrrolidin-1-ylcarbonyl]benzamide). The solvent is CS(=O)C (DMSO). Reaction SMILES: [Cl:1][C:2]1[CH:10]=[C:9]([C:11]([NH:13][CH:14]([C:16]2[NH:20][C:19]3[CH:21]=[CH:22][C:23]([Cl:25])=[CH:24][C:18]=3[N:17]=2)[CH3:15])=[O:12])[CH:8]=[CH:7][C:3]=1[C:4]([OH:6])=O.[F:26][C:27]([F:37])([F:36])[C:28]([NH:30][CH:31]1[CH2:35][CH2:34][NH:33][CH2:32]1)=[O:29].C(N(C(C)C)CC)(C)C.ClCl>CS(C)=O>[Cl:1][C:2]1[CH:10]=[C:9]([CH:8]=[CH:7][C:3]=1[C:4]([N:33]1[CH2:34][CH2:35][CH:31]([NH:30][C:28](=[O:29])[C:27]([F:37])([F:36])[F:26])[CH2:32]1)=[O:6])[C:11]([NH:13][CH:14]([C:16]1[NH:20][C:19]2[CH:21]=[CH:22][C:23]([Cl:25])=[CH:24][C:18]=2[N:17]=1)[CH3:15])=[O:12]. Procedure: Prepared analogously to Example 1d from rac.-2-chloro-4-{N-[1-(5-chloro-1H-benzimidazol-2-yl)ethyl]aminocarbonyl}benzoic acid, 3-(2,2,2-trifluoroacetylamino)pyrrolidine, PFTU, and diisopropylethylamine in DMSO at ambient temperature. HPLC-MS results: retention time: 4.34 minutes; C23H20Cl2F3N5O3 (542.34); mass spectrum: (M−H)−=541/543/545 (chlorine isotope). The reactants are C23H20Cl2F3N5O3, ClC1=C(C(=O)O)C=CC(=C1)C(=O)NC(C)C1=NC2=C(N1)C=CC(=C2)Cl (rac.-2-chloro-4-{N-[1-(5-chloro-1H-benzimidazol-2-yl)ethyl]aminocarbonyl}benzoic acid), FC(C(=O)NC1CNCC1)(F)F (3-(2,2,2-trifluoroacetylamino)pyrrolidine), C(C)(C)N(CC)C(C)C (diisopropylethylamine), ClCl (chlorine). Starting materials: [N+](=O)([O-])C=1C=C(C(=O)Cl)C=CC1 (3-Nitrobenzoyl chloride), Cl.C(C)(C)(C)OC([C@H]1NCCC1)=O (L-proline tert-butyl ester hydrochloride). Yields the product C(C)(C)(C)OC(=O)[C@H]1N(CCC1)C1=CC(=CC=C1)N ((S)-1-(3-amino-phenyl)-pyrrolidin-2-carboxylic acid tert-butyl ester). RXN SMILES: [N+:1]([C:4]1[CH:5]=[C:6]([CH:10]=[CH:11][CH:12]=1)C(Cl)=O)([O-])=O.Cl.[C:14]([O:18][C:19](=[O:25])[C@@H:20]1[CH2:24][CH2:23][CH2:22][NH:21]1)([CH3:17])([CH3:16])[CH3:15]>>[C:14]([O:18][C:19]([C@@H:20]1[CH2:24][CH2:23][CH2:22][N:21]1[C:6]1[CH:10]=[CH:11][CH:12]=[C:4]([NH2:1])[CH:5]=1)=[O:25])([CH3:17])([CH3:15])[CH3:16] |f:1.2|. Procedure details: 3-Nitrobenzoyl chloride was reacted with L-proline tert-butyl ester hydrochloride, then hydrogenated to produce (S)-1-(3-amino-phenyl)-pyrrolidin-2-carboxylic acid tert-butyl ester. This was reacted with 5-(2-adamantan-1-yl-ethyl)-2-cyclohexyl-1H-imidazole-4-carboxylic acid (Example 252) according to the procedure of Example 20, step d. The tert-butyl ester was deprotected by treating the chloroform solution of the ester with 4.0 M solution of hydrogen chloride in dioxan to afford the title comp... Starting materials: C[N+]1([O-])CCOCC1, CCCCC(C)=CCO, CCC[N+](CCC)(CCC)CCC, ClCCl, O=[Ru](=O)(=O)[O-]. Product: CCCCC(C)=CC=O. RXN SMILES: [CH3:10][N+:11]1([O-:12])[CH2:13][CH2:14][O:15][CH2:16][CH2:17]1.[CH3:1][C:2](=[CH:3][CH2:4][OH:5])[CH2:6][CH2:7][CH2:8][CH3:9].[CH3:21][CH2:22][CH2:23][N+:24]([CH2:25][CH2:26][CH3:27])([CH2:28][CH2:29][CH3:30])[CH2:31][CH2:32][CH3:33].[Cl:18][CH2:19][Cl:20].[O:34]=[Ru:35](=[O:36])([O-:37])=[O:38]>>[CH3:1][C:2](=[CH:3][CH:4]=[O:5])[CH2:6][CH2:7][CH2:8][CH3:9]. Reactants: CCO, O=C(c1ccc(CBr)cc1)c1ccc(Cl)cc1Cl, O, Cn1c(S)nc2ccsc2c1=O. Yields the product Cn1c(SCc2ccc(C(=O)c3ccc(Cl)cc3Cl)cc2)nc2ccsc2c1=O. RXN SMILES: [CH3:31][CH2:32][OH:33].[Cl:13][c:14]1[c:15]([C:16](=[O:17])[c:18]2[cH:19][cH:20][c:21]([CH2:22][Br:23])[cH:24][cH:25]2)[cH:26][cH:27][c:28]([Cl:30])[cH:29]1.[OH2:34].[SH:1][c:2]1[n:3]([CH3:12])[c:4](=[O:11])[c:5]2[c:6]([n:7]1)[cH:8][cH:9][s:10]2>>[S:1]([c:2]1[n:3]([CH3:12])[c:4](=[O:11])[c:5]2[c:6]([n:7]1)[cH:8][cH:9][s:10]2)[CH2:22][c:21]1[cH:20][cH:19][c:18]([C:16]([c:15]2[c:14]([Cl:13])[cH:29][c:28]([Cl:30])[cH:27][cH:26]2)=[O:17])[cH:25][cH:24]1. Reactants: O=C([O-])O, CCOc1nc2cccc(C(=O)OC(C)OC(=O)OC3CCCCC3)c2n1Cc1ccc(-c2ccccc2-c2nnnn2C(c2ccccc2)(c2ccccc2)c2ccccc2)cc1, ClCCl, CO, CCOC(C)=O, [Na+], O. Yields the product CCOc1nc2cccc(C(=O)OC(C)OC(=O)OC3CCCCC3)c2n1Cc1ccc(-c2ccccc2-c2nnn[nH]2)cc1. Reaction SMILES: [C:68](=[O:69])([O-:70])[OH:71].[CH2:1]([CH3:2])[O:3][c:4]1[n:5][c:6]2[c:7]([n:8]1[CH2:9][c:10]1[cH:11][cH:12][c:13](-[c:16]3[c:17](-[c:22]4[n:23][n:24][n:25][n:26]4[C:27]([c:28]4[cH:29][cH:30][cH:31][cH:32][cH:33]4)([c:34]4[cH:35][cH:36][cH:37][cH:38][cH:39]4)[c:40]4[cH:41][cH:42][cH:43][cH:44][cH:45]4)[cH:18][cH:19][cH:20][cH:21]3)[cH:14][cH:15]1)[c:46]([C:50](=[O:51])[O:52][CH:53]([CH3:54])[O:55][C:56](=[O:57])[O:58][CH:59]1[CH2:60][CH2:61][CH2:62][CH2:63][CH2:64]1)[cH:47][cH:48][cH:49]2.[CH2:73]([Cl:74])[Cl:75].[CH3:65][OH:66].[CH3:76][CH2:77][O:78][C:79](=[O:80])[CH3:81].[Na+:72].[OH2:67]>>[CH2:1]([CH3:2])[O:3][c:4]1[n:5][c:6]2[c:7]([n:8]1[CH2:9][c:10]1[cH:11][cH:12][c:13](-[c:16]3[c:17](-[c:22]4[nH:23][n:24][n:25][n:26]4)[cH:18][cH:19][cH:20][cH:21]3)[cH:14][cH:15]1)[c:46]([C:50](=[O:51])[O:52][CH:53]([CH3:54])[O:55][C:56](=[O:57])[O:58][CH:59]1[CH2:60][CH2:61][CH2:62][CH2:63][CH2:64]1)[cH:47][cH:48][cH:49]2.